From a dataset of the Open Reaction Database (ORD), a public repository of structured organic reaction records. describe an organic reaction: reactants, conditions, products, and yield The reactants are crude crystal, FC1=CC=C(C=C1)C1=C(C(=NC2=CC=C(C=C12)OC)CO)CCO (2-[4-(4-fluorophenyl)-2-hydroxymethyl-6-methoxyquinolin-3-yl]-1-ethanol). Reagents/catalysts: [O-2].[O-2].[Mn+4] (manganese dioxide). The solvent is C(Cl)(Cl)Cl (chloroform). Reaction conditions: time 2 hour. The product is FC1=CC=C(C=C1)C1=C2C(=NC3=CC=C(C=C13)OC)C(OCC2)=O (5-(4-Fluorophenyl)-3,4-dihydro-7-methoxy-1H-pyrano[3,4-b]quinolin-1-one). Reaction SMILES: [F:1][C:2]1[CH:7]=[CH:6][C:5]([C:8]2[C:17]3[C:12](=[CH:13][CH:14]=[C:15]([O:18][CH3:19])[CH:16]=3)[N:11]=[C:10]([CH2:20][OH:21])[C:9]=2[CH2:22][CH2:23][OH:24])=[CH:4][CH:3]=1>C(Cl)(Cl)Cl.[O-2].[O-2].[Mn+4]>[F:1][C:2]1[CH:7]=[CH:6][C:5]([C:8]2[C:17]3[C:12](=[CH:13][CH:14]=[C:15]([O:18][CH3:19])[CH:16]=3)[N:11]=[C:10]3[C:20](=[O:21])[O:24][CH2:23][CH2:22][C:9]=23)=[CH:4][CH:3]=1 |f:2.3.4|. Procedure details: To a solution of a crude crystal (1.0 g) of 2-[4-(4-fluorophenyl)-2-hydroxymethyl-6-methoxyquinolin-3-yl]-1-ethanol in chloroform (100 ml), manganese dioxide (10 g) was added, followed by stirring at room temperature for 2 hours. After the manganese dioxide was filtered off, the reaction mixture was concentrated under reduced pressure; the residue obtained was recrystallized from THF to yield the title compound (335 mg). Reactants: CN(C)c1ccc2cc3n(c(=O)c2c1)CCCS3, CC(=O)O, OO. Yields the product CN(C)c1ccc2cc3n(c(=O)c2c1)CCCS3=O. As a reaction SMILES: [CH3:1][N:2]([c:3]1[cH:4][cH:5][c:6]2[cH:7][c:8]3[n:9]([c:10](=[O:13])[c:11]2[cH:12]1)[CH2:14][CH2:15][CH2:16][S:17]3)[CH3:18].[CH3:21][C:22](=[O:23])[OH:24].[OH:19][OH:20]>>[CH3:1][N:2]([c:3]1[cH:4][cH:5][c:6]2[cH:7][c:8]3[n:9]([c:10](=[O:13])[c:11]2[cH:12]1)[CH2:14][CH2:15][CH2:16][S:17]3=[O:19])[CH3:18]. Starting materials: [N+](=O)([O-])C1=CC=C(C=C1)N1N=C(C=C1CC)C=1C=NC=CC1 (1-(4-Nitrophenyl)-3-(3-pyridinyl)-5-ethylpyrazole), C(=O)[O-].[NH4+] (ammonium formate). The reagents and catalysts are [Pd] (Pd/C). The solvent is O1CCOCC1 (dioxane), CO (MeOH). Reaction conditions: time 3 hour. Yields the product NC1=CC=C(C=C1)N1N=C(C=C1CC)C=1C=NC=CC1 (1-(4-aminophenyl)-3-(3-pyridinyl)-5-ethylpyrazole). Yield: 95.8%. Reaction SMILES: [N+:1]([C:4]1[CH:9]=[CH:8][C:7]([N:10]2[C:14]([CH2:15][CH3:16])=[CH:13][C:12]([C:17]3[CH:18]=[N:19][CH:20]=[CH:21][CH:22]=3)=[N:11]2)=[CH:6][CH:5]=1)([O-])=O.C([O-])=O.[NH4+]>O1CCOCC1.CO.[Pd]>[NH2:1][C:4]1[CH:9]=[CH:8][C:7]([N:10]2[C:14]([CH2:15][CH3:16])=[CH:13][C:12]([C:17]3[CH:18]=[N:19][CH:20]=[CH:21][CH:22]=3)=[N:11]2)=[CH:6][CH:5]=1 |f:1.2|. Reported procedure: 1-(4-Nitrophenyl)-3-(3-pyridinyl)-5-ethylpyrazole (18.0 g, 61.2 mmol) was dissolved in dioxane (200 mL) and MeOH (200 mL). The solution was treated with ammonium formate (38.6 g, 612 mmol) and 5% Pd/C (1.8 g) at room temperature for 6 hr. It was then filtered through a pad of diatomaceous earth and the cake was washed with CH3CN. The filtrate was concentrated and the residue was treated with water (200 mL). The resulting slurry was stirred at room temperature for 3 hr, and collected by filtratio... Reactants: C(#N)[C@H]1C[C@@H](N(C1)C(=O)OC(C)(C)C)C1=CC(=CC=C1)F ((2R,4S)-tert-butyl 4-cyano-2-(3-fluorophenyl)-pyrrolidine-1-carboxylate), C(=O)(C(F)(F)F)O (TFA). The solvent is C(Cl)Cl (DCM). Yields the product FC(C(=O)O)(F)F.FC=1C=C(C=CC1)[C@H]1C[C@@H](CN1)C#N ((3S,5R)-5-(3-fluorophenyl)pyrrolidine-3-carbonitrile 2,2,2-trifluoroacetate). Reaction SMILES: [C:1]([C@@H:3]1[CH2:7][N:6](C(OC(C)(C)C)=O)[C@@H:5]([C:15]2[CH:20]=[CH:19][CH:18]=[C:17]([F:21])[CH:16]=2)[CH2:4]1)#[N:2].[C:22]([OH:28])([C:24]([F:27])([F:26])[F:25])=[O:23]>C(Cl)Cl>[F:25][C:24]([F:27])([F:26])[C:22]([OH:28])=[O:23].[F:21][C:17]1[CH:16]=[C:15]([C@@H:5]2[NH:6][CH2:7][C@@H:3]([C:1]#[N:2])[CH2:4]2)[CH:20]=[CH:19][CH:18]=1 |f:3.4|. Reported procedure: To a solution of (2R,4S)-tert-butyl 4-cyano-2-(3-fluorophenyl)-pyrrolidine-1-carboxylate (I-30) (72 mg, 0.25 mmol) in DCM (0.5 mL) was added TFA (0.5 mL) with stirring. After 1 hour the volatile organics were removed under reduced pressure. The residue was triturated with Et2O and the resulting solids collected and dried under vacuum to give (3S,5R)-5-(3-fluorophenyl)pyrrolidine-3-carbonitrile 2,2,2-trifluoroacetate (I-31), which was used without purification. MS m/z 191.1 (M+1)+. The reactants are OC1CCN(CC1)C(=O)OC(C)(C)C (tert-butyl 4-hydroxy-1-piperidinecarboxylate), C(C)OC1=CC2=C(N=C(S2)S)C=C1 (6-ethoxy-1,3-benzothiazol-2-thiol), C1(=CC=CC=C1)P(C1=CC=CC=C1)C1=CC=CC=C1 (triphenylphosphine), N(=NC(=O)OCC)C(=O)OCC (diethyl azodicarboxylate), C1(=CC=CC=C1)C (toluene). Run in C1CCOC1 (THF). Reaction conditions: time 20 hour. The product is C(C)OC1=CC2=C(N=C(S2)SC2CCN(CC2)C(=O)OC(C)(C)C)C=C1 (tert-Butyl 4-[(6-Ethoxy-1,3-benzothiazol-2-yl)sulfanyl]-1-piperidinecarboxylate). Yield: 65.0%. RXN SMILES: O[CH:2]1[CH2:7][CH2:6][N:5]([C:8]([O:10][C:11]([CH3:14])([CH3:13])[CH3:12])=[O:9])[CH2:4][CH2:3]1.[CH2:15]([O:17][C:18]1[CH:27]=[CH:26][C:21]2[N:22]=[C:23]([SH:25])[S:24][C:20]=2[CH:19]=1)[CH3:16].C1(P(C2C=CC=CC=2)C2C=CC=CC=2)C=CC=CC=1.N(C(OCC)=O)=NC(OCC)=O.C1(C)C=CC=CC=1>C1COCC1>[CH2:15]([O:17][C:18]1[CH:27]=[CH:26][C:21]2[N:22]=[C:23]([S:25][CH:2]3[CH2:7][CH2:6][N:5]([C:8]([O:10][C:11]([CH3:14])([CH3:13])[CH3:12])=[O:9])[CH2:4][CH2:3]3)[S:24][C:20]=2[CH:19]=1)[CH3:16]. Reported procedure: To the mixture of tert-butyl 4-hydroxy-1-piperidinecarboxylate (2 g, 10 mmol), 6-ethoxy-1,3-benzothiazol-2-thiol (2.54 g, 12 mmol), triphenylphosphine (3.9 g, 15 mmol) and THF (60 ml) was dropwise added a solution of 40% diethyl azodicarboxylate in toluene (5.23 g, 15 mmol) under ice cooling over a period of 10 minutes. The mixture was stirred at room tmperature for 20 hours. The reaction mixture was concentrated under reduced pressure, and the concentrate was dissolved in ethyl acetate(50 ml). ... Starting materials: O=C([O-])O, CCOC(=O)CN, CC1CCC(C(C)C)C(C(=O)Cl)C1, Cl, [Na+], O. Yields the product CCOC(=O)CNC(=O)C1CC(C)CCC1C(C)C. Reaction SMILES: [C:1](=[O:2])([OH:3])[O-:4].[CH2:7]([CH3:8])[O:9][C:10]([CH2:11][NH2:12])=[O:13].[CH:14]1([CH3:26])[CH2:15][CH:16]([C:23](=[O:24])[Cl:25])[CH:17]([CH:20]([CH3:21])[CH3:22])[CH2:18][CH2:19]1.[ClH:6].[Na+:5].[OH2:27]>>[CH2:7]([CH3:8])[O:9][C:10]([CH2:11][NH:12][C:23]([CH:16]1[CH2:15][CH:14]([CH3:26])[CH2:19][CH2:18][CH:17]1[CH:20]([CH3:21])[CH3:22])=[O:24])=[O:13]. The reactants are Fc1ccc(Nc2nc(Cl)nc(NCc3ccc(Cl)nc3)n2)cc1C(F)(F)F, NN, C1COCCO1, O, O. Yields the product NNc1nc(NCc2ccc(Cl)nc2)nc(Nc2ccc(F)c(C(F)(F)F)c2)n1. Reaction SMILES: [Cl:1][c:2]1[n:3][c:4]([NH:17][c:18]2[cH:19][c:20]([C:25]([F:26])([F:27])[F:28])[c:21]([F:24])[cH:22][cH:23]2)[n:5][c:6]([NH:8][CH2:9][c:10]2[cH:11][n:12][c:13]([Cl:16])[cH:14][cH:15]2)[n:7]1.[NH2:30][NH2:31].[O:32]1[CH2:33][CH2:34][O:35][CH2:36][CH2:37]1.[OH2:29].[OH2:38]>>[c:2]1([NH:30][NH2:31])[n:3][c:4]([NH:17][c:18]2[cH:19][c:20]([C:25]([F:26])([F:27])[F:28])[c:21]([F:24])[cH:22][cH:23]2)[n:5][c:6]([NH:8][CH2:9][c:10]2[cH:11][n:12][c:13]([Cl:16])[cH:14][cH:15]2)[n:7]1. The reactants are [H][H] (hydrogen), ClC=1C(=NC2=CC(=C(C=C2N1)C)C)C(=O)OCC (3-Chloro-6,7-dimethyl-2-quinoxalinecarboxylic acid, ethyl ester), C([O-])([O-])=O.[Ba+2] (barium carbonate), O (water). The reagents and catalysts are [Pd](Cl)Cl (palladium chloride). The solvent is C(C)O (ethanol). Conditions: time 18 hour. Product: CC=1C=C2N=CC(=NC2=CC1C)C(=O)O (6,7-Dimethyl-2-quinoxalinecarboxylic acid). Reaction SMILES: Cl[C:2]1[C:3]([C:14]([O:16]CC)=[O:15])=[N:4][C:5]2[C:10]([N:11]=1)=[CH:9][C:8]([CH3:12])=[C:7]([CH3:13])[CH:6]=2.C(=O)([O-])[O-].[Ba+2].O.[H][H]>C(O)C.[Pd](Cl)Cl>[CH3:12][C:8]1[CH:9]=[C:10]2[C:5](=[CH:6][C:7]=1[CH3:13])[N:4]=[C:3]([C:14]([OH:16])=[O:15])[CH:2]=[N:11]2 |f:1.2|. Procedure: 3-Chloro-6,7-dimethyl-2-quinoxalinecarboxylic acid, ethyl ester (Example 14a) (6.0 g), palladium chloride (0.4 g) and barium carbonate (17.4 g) in ethanol (500 ml) containing water (6 ml) were stirred in an atmosphere of hydrogen at room temperature and atmospheric pressure for 18 hours. The mixture was filtered and the filtrate was evaporated. The residue was crystallised from a mixture of ethyl acetate and light petroleum (b.p. 60°-80°). The solid was dissolved in aqueous sodium hydroxide (20 ... Starting materials: [Cl-].[Al+3].[Cl-].[Cl-] (aluminum chloride), C1(=CC=CC=C1)N1C(CCC1)=O (N-phenyl-pyrrolidin-2-one), C/C=1/C(=O)OC(\C1)=O (methylmaleic anhydride). Solvent: C(=S)=S (carbon disulphide). Reaction conditions: time 40 hour. The product is O=C1N(CCC1)C1=C(C=CC=C1)C(C(=CC(=O)O)C)=O (4-((2-Oxo-pyrrolidin-1-yl)-phenyl)-4-oxo-3-methyl-2-butenoic acid). As a reaction SMILES: [Cl-].[Al+3].[Cl-].[Cl-].[C:5]1([N:11]2[CH2:15][CH2:14][CH2:13][C:12]2=[O:16])[CH:10]=[CH:9][CH:8]=[CH:7][CH:6]=1.[CH3:17][C:18]1[C:19]([O:21][C:22](=[O:24])[CH:23]=1)=[O:20]>C(=S)=S>[O:16]=[C:12]1[CH2:13][CH2:14][CH2:15][N:11]1[C:5]1[CH:6]=[CH:7][CH:8]=[CH:9][C:10]=1[C:19](=[O:20])[C:18]([CH3:17])=[CH:23][C:22]([OH:24])=[O:21] |f:0.1.2.3|. Reported procedure: 66.7 g (0.5 mole) of anhydrous aluminum chloride are suspended in 150 ml of carbon disulphide. 32.2 g (0.2 mole) of N-phenyl-pyrrolidin-2-one and 22.4 g (0.2 mole) of methylmaleic anhydride are added, while stirring and cooling. The mixture is heated under reflux until a viscous mass is formed, and this is left to stand at room temperature for 40 hours, the solvent is decanted off and the mixture is decomposed carefully with icewater and concentrated aqueous hydrochloric acid and extracted with ...